This data is from the Open Reaction Database (ORD), a public repository of structured organic reaction records. The task is: describe an organic reaction: reactants, conditions, products, and yield Starting materials: [Si](C)(C)(C(C)(C)C)OC=1C=C2C(=CNC2=CC1)C1CCN(CC1)C (5-(t-butyldimethylsilanyloxy)-3-(1-methylpiperidin-4-yl)-1H-indol), [H-].[K+] (potassium hydride), FC1=CC=C(CBr)C=C1 (4-fluorobenzyl bromide), ClCCl (dichloromethane). The solvent is CO (methanol). Product: FC1=CC=C(CN2C=C(C3=CC(=CC=C23)O)C2CCN(CC2)C)C=C1 (1-(4-Fluorobenzyl)-3-(1-methylpiperidin-4-yl)-5-hydroxy-1H-indole). Isolated yield 89.9%. RXN SMILES: [Si]([O:8][C:9]1[CH:10]=[C:11]2[C:15](=[CH:16][CH:17]=1)[NH:14][CH:13]=[C:12]2[CH:18]1[CH2:23][CH2:22][N:21]([CH3:24])[CH2:20][CH2:19]1)(C(C)(C)C)(C)C.[H-].[K+].[F:27][C:28]1[CH:35]=[CH:34][C:31]([CH2:32]Br)=[CH:30][CH:29]=1.ClCCl>CO>[F:27][C:28]1[CH:35]=[CH:34][C:31]([CH2:32][N:14]2[C:15]3[C:11](=[CH:10][C:9]([OH:8])=[CH:17][CH:16]=3)[C:12]([CH:18]3[CH2:19][CH2:20][N:21]([CH3:24])[CH2:22][CH2:23]3)=[CH:13]2)=[CH:30][CH:29]=1 |f:1.2|. Procedure details: By a method similar to Preparation 32, using 5-(t-butyldimethylsilanyloxy)-3-(1-methylpiperidin-4-yl)-1H-indol (400 mg, 1.16 mmol), potassium hydride (139 mg of a 35% dispersion oil, 1.21 mmol) and 4-fluorobenzyl bromide (148 μL, 1.21 mmol), and chromatographic purification with a 9:1 mixture of dichloromethane and methanol provided 353 mg (90%) of the desired compound as an orange foam: 1H NMR (dmso-d6): 8.61 (s, 1H), 7.25-7.00 (m, 6H), 6.82 (d, 1H, J=2.0 Hz), 6.54 (dd, 1H, J=8.8, 1.6 Hz), 5.20... Reactants: Cc1ccc([N+](=O)[O-])c(CCl)c1, CN(C)C=O, [H-], [I-], [Na+], [Na+], COC(=O)C(CO)NS(=O)(=O)c1ccc(OC)cc1. Product: COC(=O)C(CO)N(Cc1cc(C)ccc1[N+](=O)[O-])S(=O)(=O)c1ccc(OC)cc1. Reaction SMILES: [CH3:22][c:23]1[cH:24][cH:25][c:26]([N+:31](=[O:32])[O-:33])[c:27]([CH2:28][Cl:29])[cH:30]1.[CH3:36][N:37]([CH3:38])[CH:39]=[O:40].[H-:20].[I-:35].[Na+:21].[Na+:34].[OH:1][CH2:2][CH:3]([C:4](=[O:5])[O:6][CH3:7])[NH:8][S:9](=[O:10])(=[O:11])[c:12]1[cH:13][cH:14][c:15]([O:18][CH3:19])[cH:16][cH:17]1>>[OH:1][CH2:2][CH:3]([C:4](=[O:5])[O:6][CH3:7])[N:8]([S:9](=[O:10])(=[O:11])[c:12]1[cH:13][cH:14][c:15]([O:18][CH3:19])[cH:16][cH:17]1)[CH2:28][c:27]1[c:26]([N+:31](=[O:32])[O-:33])[cH:25][cH:24][c:23]([CH3:22])[cH:30]1. Reactants: OCC(C(=O)O)C (β-hydroxyisobutyric acid), B(F)(F)F.CCOCC (boron trifluoride etherate), P(O)(O)(O)=O (phosphoric acid), C(=O)(O)[O-].[Na+] (NaHCO3), C(=O)=O.CC(=O)C (dry ice acetone), CC(C)=C (isobutylene), ice water. The solvent is C(Cl)Cl (CH2Cl2), O (water), C(Cl)Cl (CH2Cl2). Reaction conditions: temperature -72 celsius. Yields the product C(C)(C)(C)OC[C@@H](C(=O)OC(C)(C)C)C ((S)-(+)-tert. Butyl 3-tert. butoxy-2-methylpropionate). Reaction SMILES: [OH:1][CH2:2][CH:3]([CH3:7])[C:4]([OH:6])=[O:5].C(=O)=O.[CH3:11][C:12]([CH3:14])=O.[CH3:15][C:16](=[CH2:18])[CH3:17].P(=O)(O)(O)O.B(F)(F)F.[CH3:28]COCC.C([O-])(O)=O.[Na+]>O.C(Cl)Cl>[C:12]([O:1][CH2:2][C@H:3]([CH3:7])[C:4]([O:6][C:16]([CH3:17])([CH3:15])[CH3:18])=[O:5])([CH3:14])([CH3:28])[CH3:11] |f:1.2,5.6,7.8|. Reported procedure: A solution of 8.7 g. of S-(+)- β-hydroxyisobutyric acid in 140 ml. of CH2Cl2 was stirred and cooled to -72° C. (dry ice-acetone bath) whereupon 70 ml. of liquid isobutylene was added rapidly. To the resulting mixture was added with stirring at -72° C., a solution of 1.6 ml. of phosphoric acid (prepared by dissolving 5 g. of phosphorus pentoxide in 11 ml. of 85% by weight phosphoric acid) in 10 ml. of CH2Cl2, dropwise followed by 3.5 ml. of boron trifluoride etherate also dropwise. The resulting ...